Dataset: the Open Reaction Database (ORD), a public repository of structured organic reaction records. Task: describe an organic reaction: reactants, conditions, products, and yield The reactants are cuprous iodide, C(#C)[C@]1(C(N(CC1)C)=O)O ((3R)-3-ethynyl-3-hydroxy-1-methyl-pyrrolidin-2-one), IC1=CC2=C(OCC3(CC3)C=3N2N=C(C3)C(=O)OCC)C=C1 (ethyl 9-iodo-5H-spiro[benzo[b]pyrazolo[1,5-d][1,4]oxazepine-4,1′-cyclopropane]-2-carboxylate), C(=N)N (formamidine), C[O-].[Na+] (sodium methoxide). The reagents and catalysts are C1=CC=C(C=C1)P(C2=CC=CC=C2)C3=CC=CC=C3.C1=CC=C(C=C1)P(C2=CC=CC=C2)C3=CC=CC=C3.Cl[Pd]Cl (bis(triphenylphosphine)palladium(II)dichloride). Solvent: [Cl-].[NH4+] (ammonium chloride), CN(C)C=O (DMF), CO (methanol). Run at time 8 hour. Yields the product O[C@@]1(C(N(CC1)C)=O)C#CC1=CC2=C(OCC3(CC3)C=3N2N=C(C3)C(=O)N)C=C1 ((R)-9-((3-hydroxy-1-methyl-2-oxopyrrolidin-3-yl)ethynyl)-5H-spiro[benzo[b]pyrazolo[1,5-d][1,4]oxazepine-4,1′-cyclopropane]-2-carboxamide). Isolated yield 27.0%. Reaction SMILES: I[C:2]1[CH:22]=[CH:21][C:5]2[O:6][CH2:7][C:8]3([C:11]4[N:12]([N:13]=[C:14]([C:16](OCC)=[O:17])[CH:15]=4)[C:4]=2[CH:3]=1)[CH2:10][CH2:9]3.C(N)=[NH:24].C[O-].[Na+].[C:29]([C@:31]1([OH:38])[CH2:35][CH2:34][N:33]([CH3:36])[C:32]1=[O:37])#[CH:30]>CN(C=O)C.CO.[Cl-].[NH4+].C1C=CC(P(C2C=CC=CC=2)C2C=CC=CC=2)=CC=1.C1C=CC(P(C2C=CC=CC=2)C2C=CC=CC=2)=CC=1.Cl[Pd]Cl>[OH:38][C@@:31]1([C:29]#[C:30][C:2]2[CH:22]=[CH:21][C:5]3[O:6][CH2:7][C:8]4([C:11]5[N:12]([N:13]=[C:14]([C:16]([NH2:24])=[O:17])[CH:15]=5)[C:4]=3[CH:3]=2)[CH2:10][CH2:9]4)[CH2:35][CH2:34][N:33]([CH3:36])[C:32]1=[O:37] |f:2.3,7.8,9.10.11|. Procedure: A solution of ethyl 9-iodo-5H-spiro[benzo[b]pyrazolo[1,5-d][1,4]oxazepine-4,1′-cyclopropane]-2-carboxylate (28 mg, 0.068 mmol) in 2 mL of DMF was treated sequentially with formamidine (0.2 mL) and 25 wt % sodium methoxide in methanol (0.1 mL). The mixture was stirred at room temperature overnight (complete conversion of starting material by LCMS). The mixture was diluted with ammonium chloride solution and extracted with ethyl acetate. The combined organics were dried over sodium sulfate and con... Starting materials: Fc1ncccc1Br, O=C([O-])[O-], [Cs+], [Cs+], CC(=O)[O-], CC(=O)[O-], O=CC1CCOCC1, C1COCCO1, O, [Pd+2], c1ccc(P(c2ccccc2)c2ccc3ccccc3c2-c2c(P(c3ccccc3)c3ccccc3)ccc3ccccc23)cc1. Product: O=CC1(c2cccnc2F)CCOCC1. RXN SMILES: [Br:9][c:10]1[c:11]([F:16])[n:12][cH:13][cH:14][cH:15]1.[C:17](=[O:18])([O-:19])[O-:20].[Cs+:21].[Cs+:22].[O-:77][C:78]([CH3:79])=[O:80].[O-:81][C:82]([CH3:83])=[O:84].[O:1]1[CH2:2][CH2:3][CH:4]([CH:7]=[O:8])[CH2:5][CH2:6]1.[O:70]1[CH2:71][CH2:72][O:73][CH2:74][CH2:75]1.[OH2:23].[Pd+2:76].[cH:24]1[cH:25][cH:26][c:27]([P:28]([c:29]2[cH:30][cH:31][c:32]3[c:33]([cH:34][cH:35][cH:36][cH:37]3)[c:38]2-[c:39]2[c:40]3[c:41]([cH:42][cH:43][cH:44][cH:45]3)[cH:46][cH:47][c:48]2[P:49]([c:50]2[cH:51][cH:52][cH:53][cH:54][cH:55]2)[c:56]2[cH:57][cH:58][cH:59][cH:60][cH:61]2)[c:62]2[cH:63][cH:64][cH:65][cH:66][cH:67]2)[cH:68][cH:69]1>>[O:1]1[CH2:2][CH2:3][C:4]([CH:7]=[O:8])([c:10]2[c:11]([F:16])[n:12][cH:13][cH:14][cH:15]2)[CH2:5][CH2:6]1. Starting materials: C, CC1(C)OCC(COCc2ccccc2)O1, [H][H], [Pd]. The product is CC1(C)OCC(CO)O1. RXN SMILES: [C:19].[CH2:1]([c:2]1[cH:3][cH:4][cH:5][cH:6][cH:7]1)[O:8][CH2:9][CH:10]1[O:11][C:12]([CH3:15])([CH3:16])[O:13][CH2:14]1.[H:17][H:18].[Pd:20]>>[OH:8][CH2:9][CH:10]1[O:11][C:12]([CH3:15])([CH3:16])[O:13][CH2:14]1. Starting materials: C(CCCCCO)O (1,6-hexanediol), diols, OCC(C)(CO)C (neopentyl glycol), monohydroxy-glycol ether, C(CC(C)O)O (1,3-butylene glycol), C(C(C)O)O (propylene glycol), S(O)(O)(=O)=O (sulfuric acid), B(F)(F)F (boron trifluoride), S(CCO)CCO (thiodiethanol), CC(COC(C)CO)O (dipropylene glycol), C1(=CC=C(C=C1)S(=O)(=O)O)C (p-toluenesulfonic acid), glycols. The solvent is C(CO)O (ethylene glycol), C(COCCO)O (diethylene glycol), CCOCC (ether). The product is bis-dicyclopentenyl ether, C1C=CC2C1C3CC2C=C3 (dicyclopentadiene). Isolated yield 60.0%. As a reaction SMILES: S(=O)(=O)(O)O.[C:6]1([CH3:16])[CH:11]=[CH:10][C:9](S(O)(=O)=O)=[CH:8][CH:7]=1.B(F)(F)F.[CH2:21](O)[CH:22](O)C.O[CH2:27]C(C)(CO)C.C(O)CC(O)C.C(O)CCCCCO.CC(O)COC(CO)C.S(CCO)CCO>C(O)COCCO.C(O)CO.CCOCC>[CH2:21]1[CH:7]2[CH:8]3[CH:9]=[CH:10][CH:11]([CH:6]2[CH:16]=[CH:22]1)[CH2:27]3. Reported procedure: Suitable acid catalysts for producing the ether include sulfuric acid, p-toluenesulfonic acid, boron trifluoride, beads or permeable sheets of acid ion-exchange resins, especially such resins containing sulfonic acid groups, such as the product available commercially under the registered trademark Amberlyst 15. Examples of (C2 to C6) diols or glycols that may be used include ethylene glycol, propylene glycol, neopentyl glycol, 1,3-butylene glycol, 1,6-hexanediol, diethylene glycol, dipropylene g...